Dataset: the Open Reaction Database (ORD), a public repository of structured organic reaction records. Task: describe an organic reaction: reactants, conditions, products, and yield Reactants: C(\C=C\C1=CC(OC)=C(O)C=C1)(=O)O (ferulic acid), C(CC)O (n-propyl alcohol), paratoluenesulfonic acid. The solvent is C1=CC=CC=C1 (benzene). Conditions: temperature 78 celsius, time 15 hour. Yields the product C(\C=C\C1=CC(OC)=C(O)C=C1)(=O)OCCC (n-propyl ferulate). Yield: 64.3%. Reaction SMILES: [C:1]([OH:14])(=[O:13])/[CH:2]=[CH:3]/[C:4]1[CH:12]=[CH:11][C:9]([OH:10])=[C:6]([O:7][CH3:8])[CH:5]=1.[CH2:15](O)[CH2:16][CH3:17]>C1C=CC=CC=1>[C:1]([O:14][CH2:15][CH2:16][CH3:17])(=[O:13])/[CH:2]=[CH:3]/[C:4]1[CH:12]=[CH:11][C:9]([OH:10])=[C:6]([O:7][CH3:8])[CH:5]=1. Procedure details: In a three-necked flask, 19.4 g (0.1 mole) of ferulic acid, 6.01 g (0.1 mole) of n-propyl alcohol, and 1.0 g of paratoluenesulfonic acid were placed, and 200 ml of benzene was added. This reaction mixture was stirred at 78° C. for 15 hours. Thereafter, the same procedures were taken as in Example 1 to obtain 15.2 g (yield: 64%) of n-propyl ferulate. The reactants are NC1=CC=C(C=C1)C1=C(NC2=NC=CC=C21)C(=O)N (3-(4-aminophenyl)-1H-pyrrolo[2,3-b]pyridine-2-carboxamide), FC1=C(C=CC=C1)N=C=O (2-fluorophenyl isocyanate). Product: solid, FC1=C(C=CC=C1)NC(NC1=CC=C(C=C1)C1=C(NC2=NC=CC=C21)C(=O)N)=O (3-{4-[3-(2-fluorophenyl)ureido]phenyl}-1H-pyrrolo[2,3-b]pyridine-2-carboxamide). As a reaction SMILES: [NH2:1][C:2]1[CH:7]=[CH:6][C:5]([C:8]2[C:16]3[C:11](=[N:12][CH:13]=[CH:14][CH:15]=3)[NH:10][C:9]=2[C:17]([NH2:19])=[O:18])=[CH:4][CH:3]=1.[F:20][C:21]1[CH:26]=[CH:25][CH:24]=[CH:23][C:22]=1[N:27]=[C:28]=[O:29]>>[F:20][C:21]1[CH:26]=[CH:25][CH:24]=[CH:23][C:22]=1[NH:27][C:28](=[O:29])[NH:1][C:2]1[CH:3]=[CH:4][C:5]([C:8]2[C:16]3[C:11](=[N:12][CH:13]=[CH:14][CH:15]=3)[NH:10][C:9]=2[C:17]([NH2:19])=[O:18])=[CH:6][CH:7]=1. Reported procedure: 66.6 mg of solid beige-coloured 3-{4-[3-(2-fluorophenyl)ureido]phenyl}-1H-pyrrolo[2,3-b]pyridine-2-carboxamide are prepared as described in Example 7 starting with 3-(4-aminophenyl)-1H-pyrrolo[2,3-b]pyridine-2-carboxamide and 2-fluorophenyl isocyanate.